Dataset: the Open Reaction Database (ORD), a public repository of structured organic reaction records. Task: describe an organic reaction: reactants, conditions, products, and yield Reactants: [BH4-], CO, CCOC(C)=O, ClC(Cl)Cl, [K+], O, COC(=O)CCC1(O)CSC(=S)N1c1ccccn1. Product: COC(=O)CCC(O)CSC(=S)Nc1ccccn1. Reaction SMILES: [BH4-:20].[CH3:22][OH:23].[CH3:29][CH2:30][O:31][C:32](=[O:33])[CH3:34].[CH:25]([Cl:26])([Cl:27])[Cl:28].[K+:21].[OH2:24].[OH:1][C:2]1([CH2:14][CH2:15][C:16](=[O:17])[O:18][CH3:19])[N:3]([c:8]2[n:9][cH:10][cH:11][cH:12][cH:13]2)[C:4](=[S:7])[S:5][CH2:6]1>>[OH:1][CH:2]([CH2:6][S:5][C:4]([NH:3][c:8]1[n:9][cH:10][cH:11][cH:12][cH:13]1)=[S:7])[CH2:14][CH2:15][C:16](=[O:17])[O:18][CH3:19].